describe an organic reaction: reactants, conditions, products, and yield From a dataset of the Open Reaction Database (ORD), a public repository of structured organic reaction records. Starting materials: FC1=CC=C(C=C1)N1N=CC2=CC(=CC=C12)C(C(C(=O)OC)(C)C)(C)C (methyl 3-(1-(4-fluorophenyl)-1H-indazol-5-yl)-2,2,3-trimethylbutanoate), [I-].[Li+] (lithium iodide), [C-]#N.[Na+] (sodium cyanide). Run in N1=CC=CC=C1 (pyridine). Run at temperature 170 celsius. Yields the product FC1=CC=C(C=C1)N1N=CC2=CC(=CC=C12)C(C(C(=O)O)(C)C)(C)C (3-(1-(4-fluorophenyl)-1H-indazol-5-yl)-2,2,3-trimethylbutanoic acid). The yield is 97.8%. As a reaction SMILES: [F:1][C:2]1[CH:7]=[CH:6][C:5]([N:8]2[C:16]3[C:11](=[CH:12][C:13]([C:17]([CH3:26])([CH3:25])[C:18]([CH3:24])([CH3:23])[C:19]([O:21]C)=[O:20])=[CH:14][CH:15]=3)[CH:10]=[N:9]2)=[CH:4][CH:3]=1.[I-].[Li+].[C-]#N.[Na+]>N1C=CC=CC=1>[F:1][C:2]1[CH:3]=[CH:4][C:5]([N:8]2[C:16]3[C:11](=[CH:12][C:13]([C:17]([CH3:26])([CH3:25])[C:18]([CH3:24])([CH3:23])[C:19]([OH:21])=[O:20])=[CH:14][CH:15]=3)[CH:10]=[N:9]2)=[CH:6][CH:7]=1 |f:1.2,3.4|. Procedure details: A mixture of methyl 3-(1-(4-fluorophenyl)-1H-indazol-5-yl)-2,2,3-trimethylbutanoate (330 mg, 0.93 mmol), lithium iodide (500 mg, 3.7 mmol), sodium cyanide (180 mg, 3.7 mmol), and pyridine (3 mL) was heated in CEM Explorer microwave reactor under nitrogen at 170° C. for 30 min. The reaction mixture was concentrated in vacuo, mixed with water (10 mL) and ethyl acetate (10 mL), and acidified with 10% aqueous citric acid solution to pH=4. The aqueous layer was separated and extracted with ethyl acet... The reactants are BrC=1C=C2C(=NC1)N(C=C2)COCC[Si](C)(C)C (5-bromo-1-((2-(trimethylsilyl)ethoxy)methyl)-1H-pyrrolo[2,3-b]pyridine), COC(CCS(=O)[O-])=O.[Na+] (sodium 3-methoxy-3-oxopropane-1-sulfinate), ester, [Si](C)(C)(C)C=[N+]=[N-] (TMS-Diazomethane), CS(=O)C (DMSO). Reagents/catalysts: [Cu]I (copper(i) iodide). The solvent is CO (methanol), ClCCl (dichloromethane). Reaction conditions: temperature 105 celsius, time 10 minute. Product: C[Si](CCOCN1C=CC=2C1=NC=C(C2)S(=O)(=O)CCC(=O)OC)(C)C (Methyl 3-(1-((2-(trimethylsilyl)ethoxy)methyl)-1H-pyrrolo[2,3-b]pyridin-5-ylsulfonyl)propanoate). Reaction SMILES: Br[C:2]1[CH:3]=[C:4]2[CH:10]=[CH:9][N:8]([CH2:11][O:12][CH2:13][CH2:14][Si:15]([CH3:18])([CH3:17])[CH3:16])[C:5]2=[N:6][CH:7]=1.[CH3:19][O:20][C:21](=[O:27])[CH2:22][CH2:23][S:24]([O-:26])=[O:25].[Na+].CS(C)=O.[Si](C=[N+]=[N-])(C)(C)C>ClCCl.[Cu]I.CO>[CH3:16][Si:15]([CH3:18])([CH3:17])[CH2:14][CH2:13][O:12][CH2:11][N:8]1[C:5]2=[N:6][CH:7]=[C:2]([S:24]([CH2:23][CH2:22][C:21]([O:20][CH3:19])=[O:27])(=[O:26])=[O:25])[CH:3]=[C:4]2[CH:10]=[CH:9]1 |f:1.2|. Reported procedure: To a nitrogen gas purged sealable vial of 5-bromo-1-((2-(trimethylsilyl)ethoxy)methyl)-1H-pyrrolo[2,3-b]pyridine 4-1a (3000 mg, 9.17 mmol), copper(i) iodide (6983 mg, 36.7 mmol) and sodium 3-methoxy-3-oxopropane-1-sulfinate (TYGER) (6385 mg, 36.7 mmol) was added DMSO (15 ml). The reaction mixture was heated in an oil bath at 105° C. for 18 hrs. LCMS analysis showed reaction to be a mixture of desired ester and acid. The reaction was quenched into ethyl acetate (200 ml) and water (200 ml) and the...